Task: describe an organic reaction: reactants, conditions, products, and yield. Dataset: the Open Reaction Database (ORD), a public repository of structured organic reaction records Starting materials: [OH-].[Na+] (sodium hydroxide), S(=O)(=O)([O-])[O-].[Mg+2] (magnesium sulfate), [H-].[Al+3].[Li+].[H-].[H-].[H-] (lithium aluminum hydride), Cl.BrC1=C2C[C@@H](NCC2=CC=C1)C(=O)O ((3R)-5-bromo-1,2,3,4-tetrahydroisoquinoline-3-carboxylic acid hydrochloride). Run in O (water), O1CCCC1 (tetrahydrofuran), O (water). Reaction conditions: temperature 25 celsius, time 3 hour. Product: BrC1=C2C[C@@H](NCC2=CC=C1)CO ([(3R)-5-bromo-1,2,3,4-tetrahydroisoquinolin-3-yl]methanol). Isolated yield 49.5%. Reaction SMILES: [H-].[Al+3].[Li+].[H-].[H-].[H-].Cl.[Br:8][C:9]1[CH:18]=[CH:17][CH:16]=[C:15]2[C:10]=1[CH2:11][C@H:12]([C:19](O)=[O:20])[NH:13][CH2:14]2.[OH-].[Na+].S([O-])([O-])(=O)=O.[Mg+2]>O1CCCC1.O>[Br:8][C:9]1[CH:18]=[CH:17][CH:16]=[C:15]2[C:10]=1[CH2:11][C@H:12]([CH2:19][OH:20])[NH:13][CH2:14]2 |f:0.1.2.3.4.5,6.7,8.9,10.11|. Procedure: Add lithium aluminum hydride (2 L, 2.00 mol, 1M in THF) to (3R)-5-bromo-1,2,3,4-tetrahydroisoquinoline-3-carboxylic acid hydrochloride (325.4 g, 1.11 mol) in tetrahydrofuran (4.88 L) at −35° C. in an appropriate vessel, then warm to 25° C. over 60 minutes and stir. After 3 hours, cool the mixture to −5° C. then add water (76 mL), 15% w/w aqueous sodium hydroxide (76 mL) and water (228 mL). Heat the mixture to 25° C., add anhydrous magnesium sulfate (750 g) and stir. Filter the mixture and concen... The reactants are C(#N)[BH3-].[Na+] (sodium cyanoborohydride), BrC1=C(C=C2N3[C@@H](C(NN=C3COC2=C1)=O)C)NC1(CNC1)C ((R)-7-bromo-4-methyl-6-(3-methyl-azetidin-3-ylamino)-2,10-dihydro-9-oxa-1,2,4a-triaza-phenanthren-3-one), polyformaldehyde, CC(=O)O (AcOH). Run in CO (MeOH). Reaction conditions: time 10 minute. Yields the product BrC1=C(C=C2N3[C@@H](C(NN=C3COC2=C1)=O)C)NC1(CN(C1)C)C ((R)-7-bromo-6-(1,3-dimethyl-azetidin-3-ylamino)-4-methyl-2,10-dihydro-9-oxa-1,2,4a-triaza-phenanthren-3-one). Yield: 62.0%. Reaction SMILES: [Br:1][C:2]1[CH:15]=[C:14]2[C:5]([N:6]3[C:11]([CH2:12][O:13]2)=[N:10][NH:9][C:8](=[O:16])[C@H:7]3[CH3:17])=[CH:4][C:3]=1[NH:18][C:19]1([CH3:23])[CH2:22][NH:21][CH2:20]1.[CH3:24]C(O)=O.C([BH3-])#N.[Na+]>CO>[Br:1][C:2]1[CH:15]=[C:14]2[C:5]([N:6]3[C:11]([CH2:12][O:13]2)=[N:10][NH:9][C:8](=[O:16])[C@H:7]3[CH3:17])=[CH:4][C:3]=1[NH:18][C:19]1([CH3:23])[CH2:20][N:21]([CH3:24])[CH2:22]1 |f:2.3|. Procedure details: A mixture of (R)-7-bromo-4-methyl-6-(3-methyl-azetidin-3-ylamino)-2,10-dihydro-9-oxa-1,2,4a-triaza-phenanthren-3-one (4.0 g, 10.4 mmol) and polyformaldehyde (0.78 g, 26 mmol) in MeOH (10 mL) was stirred at ambient temperature for 10 min followed by the addition of AcOH (0.5 mL). The mixture was stirred at ambient temperature for 30 min before the addition of sodium cyanoborohydride (1.4 g, 22.8 mmol). The mixture was stirred at 40° C. overnight. The mixture was cooled to ambient temperature and ... Starting materials: FC1=CC=C(C=C1)N1N=CC2=CC(=CC=C12)O[C@H](CN)C1=CC=CC=C1 ((1S)-1-[1-(4-fluorophenyl)indazol-5-yl]oxy-1-phenyl-ethan-2-amine), [Cl-].C1(CC1)S(=O)(=O)C1CC1 (cyclopropylsulphone chloride). The product is FC1=CC=C(C=C1)N1N=CC2=CC(=CC=C12)O[C@H](CNS(=O)(=O)C1CC1)C1=CC=CC=C1 (N-[(2S)-2-[1-(4-fluorophenyl)indazol-5-yl]oxy-2-phenyl-ethyl]cyclopropanesulfonamide). As a reaction SMILES: [F:1][C:2]1[CH:7]=[CH:6][C:5]([N:8]2[C:16]3[C:11](=[CH:12][C:13]([O:17][C@@H:18]([C:21]4[CH:26]=[CH:25][CH:24]=[CH:23][CH:22]=4)[CH2:19][NH2:20])=[CH:14][CH:15]=3)[CH:10]=[N:9]2)=[CH:4][CH:3]=1.[Cl-].[CH:28]1([S:31](C2CC2)(=[O:33])=[O:32])[CH2:30][CH2:29]1>>[F:1][C:2]1[CH:3]=[CH:4][C:5]([N:8]2[C:16]3[C:11](=[CH:12][C:13]([O:17][C@@H:18]([C:21]4[CH:22]=[CH:23][CH:24]=[CH:25][CH:26]=4)[CH2:19][NH:20][S:31]([CH:28]4[CH2:30][CH2:29]4)(=[O:33])=[O:32])=[CH:14][CH:15]=3)[CH:10]=[N:9]2)=[CH:6][CH:7]=1 |f:1.2|. Reported procedure: Prepared according to the procedure described for Example 1 from [(1S)-1-[1-(4-fluorophenyl)indazol-5-yl]oxy-1-phenyl-ethan-2-amine (41a, 31 mg, 0.09 mmol) cyclopropylsulphone chloride (28 μl, 0.27 mmol). Yield: 22 mg (54%). Reactants: [OH-].[Na+] (NaOH), [Mn](=O)(=O)(=O)[O-].[K+] (Potassium permanganate), BrC1=NC=CC=C1C (2-bromo-3-methylpyridine), product, Cl (HCl). The solvent is O (water). Product: BrC1=C(C(=O)O)C=CC=N1 (2-bromonicotinic acid). As a reaction SMILES: [Mn]([O-])(=O)(=O)=[O:2].[K+].[Br:7][C:8]1[C:13]([CH3:14])=[CH:12][CH:11]=[CH:10][N:9]=1.[OH-:15].[Na+].Cl>O>[Br:7][C:8]1[N:9]=[CH:10][CH:11]=[CH:12][C:13]=1[C:14]([OH:2])=[O:15] |f:0.1,3.4|. Reported procedure: Potassium permanganate (18.4 g, 116 mmol) was dissolved in water (400 mL) and added to 2-bromo-3-methylpyridine (10.0 g, 58 mmol) and refluxed for 16 hours. After cooling to room temperature, the slurry was filtered through a celite plug and rinsed with water and chloroform. The entire filtrate was transferred to a separatory funnel and the layers were separated. The aqueous layer was extracted again with CHCl3 and acidified with 6N HCl to pH 1. A white solid was obtained on standing (2.08 g of ...